From a dataset of the Open Reaction Database (ORD), a public repository of structured organic reaction records. describe an organic reaction: reactants, conditions, products, and yield The reactants are C(C)(C)(C)OC(=O)N1C[C@H]2[C@@H](C1)CN(C2)C=2C=NC=C(C(=O)O)C2 (5-((3aR,6aS)-5-(tert-butoxycarbonyl)hexahydropyrrolo[3,4-c]pyrrol-2(1H)-yl)nicotinic Acid), O(C1=CC=CC=C1)C1=CC=C(N)C=C1 (4-phenoxyaniline). As a reaction SMILES: [C:1]([O:5][C:6]([N:8]1[CH2:12][C@H:11]2[CH2:13][N:14]([C:16]3[CH:17]=[N:18][CH:19]=[C:20]([CH:24]=3)[C:21](O)=[O:22])[CH2:15][C@H:10]2[CH2:9]1)=[O:7])([CH3:4])([CH3:3])[CH3:2].[O:25]([C:32]1[CH:38]=[CH:37][C:35]([NH2:36])=[CH:34][CH:33]=1)[C:26]1[CH:31]=[CH:30][CH:29]=[CH:28][CH:27]=1>>[O:25]([C:32]1[CH:33]=[CH:34][C:35]([NH:36][C:21]([C:20]2[CH:24]=[C:16]([N:14]3[CH2:13][C@@H:11]4[CH2:12][N:8]([C:6]([O:5][C:1]([CH3:3])([CH3:4])[CH3:2])=[O:7])[CH2:9][C@@H:10]4[CH2:15]3)[CH:17]=[N:18][CH:19]=2)=[O:22])=[CH:37][CH:38]=1)[C:26]1[CH:31]=[CH:30][CH:29]=[CH:28][CH:27]=1. Procedure details: The product from Example 33B and 4-phenoxyaniline were processed as described in Example 33C to provide the title compound. MS (APCI) m/z 501 (M+H)+. Yields the product O(C1=CC=CC=C1)C1=CC=C(C=C1)NC(=O)C=1C=C(C=NC1)N1C[C@@H]2[C@H](C1)CN(C2)C(=O)OC(C)(C)C ((3aR,6aS)-tert-butyl 5-(5-(4-phenoxyphenylcarbamoyl)pyridin-3-yl)hexahydropyrrolo[3,4-c]pyrrole-2(1H)-carboxylate). Reactants: ClC1=NC(=CC(=N1)Cl)C (2,4-dichloro-6-methylpyrimidine), C1(CCCCC1)N (cyclohexylamine), N1N=CC2=CC=CC=C12 (indazole). Product: C1(CCCCC1)NC1=NC(=NC(=C1)C)N1N=CC2=CC=CC=C12 (Cyclohexyl-(2-indazol-1-yl-6-methyl-pyrimidin-4-yl)-amine). As a reaction SMILES: Cl[C:2]1[N:7]=[C:6](Cl)[CH:5]=[C:4]([CH3:9])[N:3]=1.[CH:10]1([NH2:16])[CH2:15][CH2:14][CH2:13][CH2:12][CH2:11]1.[NH:17]1[C:25]2[C:20](=[CH:21][CH:22]=[CH:23][CH:24]=2)[CH:19]=[N:18]1>>[CH:10]1([NH:16][C:6]2[CH:5]=[C:4]([CH3:9])[N:3]=[C:2]([N:17]3[C:25]4[C:20](=[CH:21][CH:22]=[CH:23][CH:24]=4)[CH:19]=[N:18]3)[N:7]=2)[CH2:15][CH2:14][CH2:13][CH2:12][CH2:11]1. Procedure: Was prepared according to Method A from 2,4-dichloro-6-methylpyrimidine, cyclohexylamine and indazole. LC-ESI-HRMS of [M+H]+ shows 308.1859 Da. Calc. 308.18752 Da, dev. −5.3 ppm. The reactants are CCOCC (ether), C(C)OC(C#N)OCC (diethoxyacetonitrile), C(C)OC(C#N)OCC (diethoxyacetonitrile), [N+](#[C-])CC(=O)OC (methyl isocyanoacetate). Run in COCCOCCOC (diglyme), COCCOCCOC (diglyme). Conditions: temperature 75 celsius, time 8 hour. Yields the product C(C)OC(C=1N=CNC1C(=O)OC)OCC (methyl 4-(diethoxymethyl)-1H-imidazole-5-carboxylate). Yield: 53.1%. Reaction SMILES: [CH2:1]([O:3][CH:4]([O:7][CH2:8][CH3:9])[C:5]#[N:6])[CH3:2].[N+:10]([CH2:12][C:13]([O:15][CH3:16])=[O:14])#[C-:11].CCOCC>COCCOCCOC>[CH2:1]([O:3][CH:4]([O:7][CH2:8][CH3:9])[C:5]1[N:6]=[CH:11][NH:10][C:12]=1[C:13]([O:15][CH3:16])=[O:14])[CH3:2]. Reported procedure: To a stirred suspension of 30-35% KH (7.90 g) in 40 mL anhydrous diglyme at −20° C. was added a solution of diethoxyacetonitrile (Intermediate 1A, 6.20 g, 46.6 mmol) and methyl isocyanoacetate (4.96 g, 65.2 mmol) in 25 mL of anhydrous diglyme. The resulting mixture was heated to 70-80° C. and stirred overnight. The mixture was cooled to room temperature and quenched with saturated NH4Cl solution. DCM was added and the layers were separated. The mixture was further extracted with DCM. The combine... Starting materials: CC[SiH](CC)CC, COc1c(C)cc(C2(O)C(=O)N(Cc3ccccc3Cl)c3ccccc32)cc1C, CC(Cl)Cl. The product is COc1c(C)cc(C2C(=O)N(Cc3ccccc3Cl)c3ccccc32)cc1C. Reaction SMILES: [CH2:30]([SiH:31]([CH2:32][CH3:33])[CH2:34][CH3:35])[CH3:36].[Cl:1][c:2]1[c:3]([CH2:4][N:5]2[C:6](=[O:25])[C:7]([c:14]3[cH:15][c:16]([CH3:23])[c:17]([O:21][CH3:22])[c:18]([CH3:20])[cH:19]3)([OH:24])[c:8]3[cH:9][cH:10][cH:11][cH:12][c:13]32)[cH:26][cH:27][cH:28][cH:29]1.[Cl:37][CH:38]([Cl:39])[CH3:40]>>[Cl:1][c:2]1[c:3]([CH2:4][N:5]2[C:6](=[O:25])[CH:7]([c:14]3[cH:15][c:16]([CH3:23])[c:17]([O:21][CH3:22])[c:18]([CH3:20])[cH:19]3)[c:8]3[cH:9][cH:10][cH:11][cH:12][c:13]32)[cH:26][cH:27][cH:28][cH:29]1. The reactants are O=C1CC2(Cc3cc4ccccc4n3C2)C(=O)N1, Cl, [H-], CI, [Na+], CN(C)C=O, O. As a reaction SMILES: [CH2:1]1[c:2]2[n:3]([c:4]3[cH:5][cH:6][cH:7][cH:8][c:9]3[cH:10]2)[CH2:11][C:12]12[C:13](=[O:18])[NH:14][C:15](=[O:17])[CH2:16]2.[ClH:23].[H-:19].[I:21][CH3:22].[Na+:20].[O:24]=[CH:25][N:26]([CH3:27])[CH3:28].[OH2:29]>>[CH2:1]1[c:2]2[n:3]([c:4]3[cH:5][cH:6][cH:7][cH:8][c:9]3[cH:10]2)[CH2:11][C:12]12[C:13](=[O:18])[N:14]([CH3:22])[C:15](=[O:17])[CH2:16]2. Product: CN1C(=O)CC2(Cc3cc4ccccc4n3C2)C1=O. The reactants are CC(C)(C)OC(=O)N1C2CCC1CC(=O)C2, C1CCOC1, CCOC(=O)CP(=O)(OCC)OCC, [H-], [Na+]. Product: CCOC(=O)C=C1CC2CCC(C1)N2C(=O)OC(C)(C)C. As a reaction SMILES: [C:17]([CH3:18])([CH3:19])([CH3:20])[O:21][C:22](=[O:23])[N:24]1[CH:25]2[CH2:26][C:27](=[O:32])[CH2:28][CH:29]1[CH2:30][CH2:31]2.[CH2:33]1[O:34][CH2:35][CH2:36][CH2:37]1.[CH3:1][CH2:2][O:3][C:4](=[O:5])[CH2:6][P:7]([O:8][CH2:9][CH3:10])([O:11][CH2:12][CH3:13])=[O:14].[H-:16].[Na+:15]>>[CH3:1][CH2:2][O:3][C:4](=[O:5])[CH:6]=[C:27]1[CH2:26][CH:25]2[N:24]([C:22]([O:21][C:17]([CH3:18])([CH3:19])[CH3:20])=[O:23])[CH:29]([CH2:28]1)[CH2:30][CH2:31]2. Reactants: C(C)OC(CN(CP(=O)(Cl)Cl)C(=O)SCC1=CC=CC=C1)=O (ethyl-N-[(benzylthio)carbonyl]-N-[dichlorophosphinylmethyl]-glycinate), C(CCC)N (n-butylamine). Run in C(C)OCC (diethyl ether), C(C)OCC (diethyl ether). Run at temperature 25 celsius, time 16 hour. Product: C(C)OC(CN(CP(=O)(NCCCC)NCCCC)C(=O)SCC1=CC=CC=C1)=O (ethyl-N-[(benzylthio)carbonyl]-N-[bis(n-butylamino)phosphinylmethyl]-glycinate). Yield: 94.2%. As a reaction SMILES: [CH2:1]([O:3][C:4](=[O:22])[CH2:5][N:6]([C:12]([S:14][CH2:15][C:16]1[CH:21]=[CH:20][CH:19]=[CH:18][CH:17]=1)=[O:13])[CH2:7][P:8](Cl)(Cl)=[O:9])[CH3:2].[CH2:23]([NH2:27])[CH2:24][CH2:25][CH3:26]>C(OCC)C>[CH2:1]([O:3][C:4](=[O:22])[CH2:5][N:6]([C:12]([S:14][CH2:15][C:16]1[CH:21]=[CH:20][CH:19]=[CH:18][CH:17]=1)=[O:13])[CH2:7][P:8]([NH:27][CH2:23][CH2:24][CH2:25][CH3:26])([NH:27][CH2:23][CH2:24][CH2:25][CH3:26])=[O:9])[CH3:2]. Procedure: Freshly prepared ethyl-N-[(benzylthio)carbonyl]-N-[dichlorophosphinylmethyl]-glycinate (11.3 g.; 0.029 mol.) dissolved in 100 ml. of diethyl ether was added to a solution containing n-butylamine (8.6 g.; 0.118 mol.) in 100 ml. of diethyl ether. The reaction mixture was stirred for 16 hours at 25° C., then filtered. The filtrate was washed with water, dried over magnesium sulfate and concentrated in vacuo to yield ethyl-N-[(benzylthio)carbonyl]-N-[bis(n-butylamino)phosphinylmethyl]-glycinate (12.... Reactants: CCOC(=O)CN1CC=CC(C(c2ccccc2)c2ccccc2)C1, CCO. The product is CCOC(=O)CN1CCCC(C(c2ccccc2)c2ccccc2)C1. RXN SMILES: [CH2:1]([CH3:2])[O:3][C:4]([CH2:5][N:6]1[CH2:7][CH:8]([CH:12]([c:13]2[cH:14][cH:15][cH:16][cH:17][cH:18]2)[c:19]2[cH:20][cH:21][cH:22][cH:23][cH:24]2)[CH:9]=[CH:10][CH2:11]1)=[O:25].[CH3:26][CH2:27][OH:28]>>[CH2:1]([CH3:2])[O:3][C:4]([CH2:5][N:6]1[CH2:7][CH:8]([CH:12]([c:13]2[cH:14][cH:15][cH:16][cH:17][cH:18]2)[c:19]2[cH:20][cH:21][cH:22][cH:23][cH:24]2)[CH2:9][CH2:10][CH2:11]1)=[O:25]. Reactants: OC=1C=C2C=CC(=CC2=CC1)C=1OC2=C(C1C(CC(C)C)=O)C=CC=C2 (1-[2-(6-hydroxy-2-naphthyl)-1-benzofuran-3-yl]-3-methyl-1-butanone), BrBr (bromine), C(C)(=O)[O-].[K+] (potassium acetate). Solvent: C(C)(=O)O (acetic acid). Yields the product BrC=1C=C(C=C2C=CC(=CC12)C=1OC2=C(C1C(CC(C)C)=O)C=CC=C2)O (1-[2-(8-bromo-6-hydroxy-2-naphthyl)-1-benzofuran-3-yl]-3-methyl-1-butanone). Yield: 58.6%. Reaction SMILES: [OH:1][C:2]1[CH:3]=[C:4]2[C:9](=[CH:10][CH:11]=1)[CH:8]=[C:7]([C:12]1[O:13][C:14]3[CH:26]=[CH:25][CH:24]=[CH:23][C:15]=3[C:16]=1[C:17](=[O:22])[CH2:18][CH:19]([CH3:21])[CH3:20])[CH:6]=[CH:5]2.[Br:27]Br.C([O-])(=O)C.[K+]>C(O)(=O)C>[Br:27][C:10]1[CH:11]=[C:2]([OH:1])[CH:3]=[C:4]2[C:9]=1[CH:8]=[C:7]([C:12]1[O:13][C:14]3[CH:26]=[CH:25][CH:24]=[CH:23][C:15]=3[C:16]=1[C:17](=[O:22])[CH2:18][CH:19]([CH3:21])[CH3:20])[CH:6]=[CH:5]2 |f:2.3|. Procedure: Following the procedure described in Step 4 of Example 1, 1-[2-(6-hydroxy-2-naphthyl)-1-benzofuran-3-yl]-3-methyl-1-butanone (0.863 g, 2.51 mmol) was brominated using bromine (0.15 mL, 2.9 mmol), and potassium acetate (2.45 g. 25.0 mmol) in glacial acetic acid (25 mL). Purification by flash chromatography using 15-100% chloroform in hexane as an eluant followed by chromatography on a Biotage apparatus using 15-20% chloroform in hexane as an eluant furnished 1-[2-(8-bromo-6-hydroxy-2-naphthyl)-1-... Starting materials: c1cc2c3c(c1)C1CNCCC1N3CCSC2, Fc1ccc(OCCCCl)cc1. Yields the product Fc1ccc(OCCCN2CCC3C(C2)c2cccc4c2N3CCSC4)cc1. As a reaction SMILES: [CH2:1]1[CH2:2][S:3][CH2:4][c:5]2[cH:6][cH:7][cH:8][c:9]3[c:13]2[N:12]1[CH:11]1[CH:10]3[CH2:17][NH:16][CH2:15][CH2:14]1.[Cl:18][CH2:19][CH2:20][CH2:21][O:22][c:23]1[cH:24][cH:25][c:26]([F:29])[cH:27][cH:28]1>>[CH2:1]1[CH2:2][S:3][CH2:4][c:5]2[cH:6][cH:7][cH:8][c:9]3[c:13]2[N:12]1[CH:11]1[CH:10]3[CH2:17][N:16]([CH2:19][CH2:20][CH2:21][O:22][c:23]2[cH:24][cH:25][c:26]([F:29])[cH:27][cH:28]2)[CH2:15][CH2:14]1.